Dataset: the Open Reaction Database (ORD), a public repository of structured organic reaction records. Task: describe an organic reaction: reactants, conditions, products, and yield The reactants are C(C1=CC=CC=C1)S(=O)(=O)Cl (benzylsulfonyl chloride), NC1=NC=C(N=C1CC1=CC=CC=C1)C1=CC=C(C=C1)OC (2-amino-3-benzyl-5-(4-methoxyphenyl)pyrazine), C(C1=CC=CC=C1)S(=O)(=O)Cl (benzylsulfonyl chloride), C(C1=CC=CC=C1)S(=O)(=O)Cl (benzylsulfonyl chloride), C(C1=CC=CC=C1)S(=O)(=O)Cl (benzylsulfonyl chloride), Cl (hydrochloric acid). Solvent: N1=CC=CC=C1 (pyridine). Conditions: temperature 0 celsius. The product is C(C1=CC=CC=C1)C=1C(=NC=C(N1)C1=CC=C(C=C1)OC)NS(=O)(=O)CC1=CC=CC=C1 (3-benzyl-2-benzylsulfonylamino-5-(4-methoxyphenyl)pyrazine). The yield is 36.8%. Reaction SMILES: [NH2:1][C:2]1[C:7]([CH2:8][C:9]2[CH:14]=[CH:13][CH:12]=[CH:11][CH:10]=2)=[N:6][C:5]([C:15]2[CH:20]=[CH:19][C:18]([O:21][CH3:22])=[CH:17][CH:16]=2)=[CH:4][N:3]=1.[CH2:23]([S:30](Cl)(=[O:32])=[O:31])[C:24]1[CH:29]=[CH:28][CH:27]=[CH:26][CH:25]=1.Cl>N1C=CC=CC=1>[CH2:8]([C:7]1[C:2]([NH:1][S:30]([CH2:23][C:24]2[CH:29]=[CH:28][CH:27]=[CH:26][CH:25]=2)(=[O:32])=[O:31])=[N:3][CH:4]=[C:5]([C:15]2[CH:16]=[CH:17][C:18]([O:21][CH3:22])=[CH:19][CH:20]=2)[N:6]=1)[C:9]1[CH:10]=[CH:11][CH:12]=[CH:13][CH:14]=1. Procedure: Under an argon atmosphere, 2-amino-3-benzyl-5-(4-methoxyphenyl)pyrazine (c-11) (prepared by the method described in Adamczyk M. et al., Org. Prep. Proced. Int., 33, 477-485 (2001)) (99.5 mg, 342 μmol) was dissolved in pyridine (1 mL) and cooled to 0° C. To this was added benzylsulfonyl chloride (84.7 mg, 444 μmol) and stirred for an hour after warming to room temperature. To this was added benzylsulfonyl chloride (13.8 mg, 72.3 μmol) and the mixture was stirred for 2.5 h. To this was further add... Starting materials: O (water), O=S1(N=C(C2=C1C=CC=C2)N[C@H](C(=O)OC)CC2=CC=C(C=C2)SCCN(C)C(=O)C2CCCCC2)=O (Methyl (2S)-2-[(1,1-dioxo-1,2-benzoisothiazol-3-yl)amino]-3-[4-({2-[(cyclohexylcarbonyl)(methyl)amino]ethyl}thio)phenyl]propionate), Cl (HCl), [Li+].[OH-] (LiOH). The solvent is C1CCOC1.CO.O (THF MeOH H2O). Reaction conditions: time 3 day. The product is O=S1(N=C(C2=C1C=CC=C2)N[C@H](C(=O)O)CC2=CC=C(C=C2)SCCN(C)C(=O)C2CCCCC2)=O ((2S)-2-[(1,1-Dioxo-1,2-benzoisothiazol-3-yl)amino]-3-[4-({2-[(cyclohexylcarbonyl)(methyl)amino]ethyl}thio)phenyl]propionic acid). The yield is 40.0%. As a reaction SMILES: [O:1]=[S:2]1(=[O:37])[C:6]2[CH:7]=[CH:8][CH:9]=[CH:10][C:5]=2[C:4]([NH:11][C@@H:12]([CH2:17][C:18]2[CH:23]=[CH:22][C:21]([S:24][CH2:25][CH2:26][N:27]([C:29]([CH:31]3[CH2:36][CH2:35][CH2:34][CH2:33][CH2:32]3)=[O:30])[CH3:28])=[CH:20][CH:19]=2)[C:13]([O:15]C)=[O:14])=[N:3]1.[Li+].[OH-].Cl.O>C1COCC1.CO.O>[O:37]=[S:2]1(=[O:1])[C:6]2[CH:7]=[CH:8][CH:9]=[CH:10][C:5]=2[C:4]([NH:11][C@@H:12]([CH2:17][C:18]2[CH:23]=[CH:22][C:21]([S:24][CH2:25][CH2:26][N:27]([C:29]([CH:31]3[CH2:32][CH2:33][CH2:34][CH2:35][CH2:36]3)=[O:30])[CH3:28])=[CH:20][CH:19]=2)[C:13]([OH:15])=[O:14])=[N:3]1 |f:1.2,5.6.7|. Reported procedure: The crude product from Step A was dissolved in a THF/MeOH/H2O mixture (6:0.1:1; 2 ml). Aqueous 1M LiOH solution (1.6 ml) was added and the mixture was stirred for 3 days at room temperature. Then the reaction mixture was neutralized with 1M HCl, a small amount of water was added and the mixture extracted with ethyl acetate. The solvent was evaporated. The product was purified by chromatography (SiO2/ethyl acetate/hexane). The yield was 40%. Reactants: CCc1cc(Br)cc(CC)c1N, O=C([O-])O, ClCCl, Cl, N#C[Cu], N#C[K], O=N[O-], [Na+], [Na+], O. Product: CCc1cc(Br)cc(CC)c1C#N. RXN SMILES: [Br:1][c:2]1[cH:3][c:4]([CH2:11][CH3:12])[c:5]([NH2:6])[c:7]([CH2:9][CH3:10])[cH:8]1.[C:18](=[O:19])([OH:20])[O-:21].[Cl:30][CH2:31][Cl:32].[ClH:13].[Cu:23][C:24]#[N:25].[K:26][C:27]#[N:28].[N:14]([O-:15])=[O:16].[Na+:17].[Na+:22].[OH2:29]>>[Br:1][c:2]1[cH:3][c:4]([CH2:11][CH3:12])[c:5]([C:24]#[N:25])[c:7]([CH2:9][CH3:10])[cH:8]1. Reagents/catalysts: CN(C)C=1C=CN=CC1 (DMAP). The solvent is CN(C)C=O (DMF). Yield: 32.6%. Product: C(C)(=O)N1CCC(CC1)CC(C#N)NC(=O)[C@H]1[C@H](CCCC1)NC(=O)C=1N(C2=CC=CC=C2C1)C (1-methyl-1H-indole-2-carboxylic acid ((1S,2R)-2-{[(1-acetyl-piperidin-4-ylmethyl)-cyano-methyl]-carbamoyl}-cyclohexyl)-amide). The reactants are Cl.C(#N)C(CC1CCNCC1)NC(=O)[C@H]1[C@H](CCCC1)NC(=O)C=1N(C2=CC=CC=C2C1)C (1-methyl-1H-indole-2-carboxylic acid {(1S,2R)-2-[(cyano-piperidin-4-ylmethyl-methyl)-carbamoyl]-cyclohexyl}-amide hydrochloride), TEA, C(C)(=O)OC(C)=O (acetic anhydride). Reaction conditions: time 1 hour. Reaction SMILES: Cl.[C:2]([CH:4]([NH:12][C:13]([C@@H:15]1[CH2:20][CH2:19][CH2:18][CH2:17][C@@H:16]1[NH:21][C:22]([C:24]1[N:25]([CH3:33])[C:26]2[C:31]([CH:32]=1)=[CH:30][CH:29]=[CH:28][CH:27]=2)=[O:23])=[O:14])[CH2:5][CH:6]1[CH2:11][CH2:10][NH:9][CH2:8][CH2:7]1)#[N:3].[C:34](OC(=O)C)(=[O:36])[CH3:35]>CN(C=O)C.CN(C1C=CN=CC=1)C>[C:34]([N:9]1[CH2:10][CH2:11][CH:6]([CH2:5][CH:4]([NH:12][C:13]([C@@H:15]2[CH2:20][CH2:19][CH2:18][CH2:17][C@@H:16]2[NH:21][C:22]([C:24]2[N:25]([CH3:33])[C:26]3[C:31]([CH:32]=2)=[CH:30][CH:29]=[CH:28][CH:27]=3)=[O:23])=[O:14])[C:2]#[N:3])[CH2:7][CH2:8]1)(=[O:36])[CH3:35] |f:0.1|. Procedure: To a solution of 1-methyl-1H-indole-2-carboxylic acid {(1S,2R)-2-[(cyano-piperidin-4-ylmethyl-methyl)-carbamoyl]-cyclohexyl}-amide hydrochloride (0.50 g, 1.06 mmol) in 2 mL of DMF, was added 0.5 mL of TEA, acetic anhydride (0.15 mL, 1.59 mmol), and a few crystals of DMAP. The reaction mixture was stirred at ambient temperature for 1 hour, and partitioned between 50 mL of water and 50 mL of ethyl acetate. The separated organic layer was washed with water (2×50 mL), dried with sodium sulfate, filt...